This data is from the Open Reaction Database (ORD), a public repository of structured organic reaction records. The task is: describe an organic reaction: reactants, conditions, products, and yield Starting materials: CCN=C=NCCCN(C)C, CCOC(C)=O, ClCCl, Cl, COC(=O)c1cc(C(=O)O)cc(-c2ccc(F)cc2)c1, NCc1ccc(F)cc1, [Na+], O=C([O-])O, CN(C)C=O, O, On1nnc2ccccc21. Yields the product COC(=O)c1cc(C(=O)NCc2ccc(F)cc2)cc(-c2ccc(F)cc2)c1. RXN SMILES: [CH3:21][CH2:22][N:23]=[C:24]=[N:25][CH2:26][CH2:27][CH2:28][N:29]([CH3:30])[CH3:31].[CH3:66][CH2:67][O:68][C:69]([CH3:70])=[O:71].[Cl:63][CH2:64][Cl:65].[ClH:32].[F:1][c:2]1[cH:3][cH:4][c:5](-[c:8]2[cH:9][c:10]([C:18](=[O:19])[OH:20])[cH:11][c:12]([C:14](=[O:15])[O:16][CH3:17])[cH:13]2)[cH:6][cH:7]1.[F:44][c:45]1[cH:46][cH:47][c:48]([CH2:51][NH2:52])[cH:49][cH:50]1.[Na+:57].[O-:53][C:54]([OH:55])=[O:56].[O:58]=[CH:59][N:60]([CH3:61])[CH3:62].[OH2:43].[OH:33][n:34]1[c:35]2[c:36]([cH:37][cH:38][cH:39][cH:40]2)[n:41][n:42]1>>[F:1][c:2]1[cH:3][cH:4][c:5](-[c:8]2[cH:9][c:10]([C:18](=[O:20])[NH:52][CH2:51][c:48]3[cH:47][cH:46][c:45]([F:44])[cH:50][cH:49]3)[cH:11][c:12]([C:14](=[O:15])[O:16][CH3:17])[cH:13]2)[cH:6][cH:7]1. The reactants are mixture, FC(C(=O)N[C@@H]1CC[C@H](C2=CC=C(C=C12)F)O)(F)F (2,2,2-Trifluoro-N-((1R,4R)-7-fluoro-4-hydroxy-1,2,3,4-tetrahydronaphthalen-1-yl)acetamide), N1C=NC=C1 (imidazole), [Si](C1=CC=CC=C1)(C1=CC=CC=C1)(C(C)(C)C)Cl (Tert-Butyldiphenylsilyl chloride). Run in CN(C)C=O (DMF). Run at time 16 hour. Product: [Si](C1=CC=CC=C1)(C1=CC=CC=C1)(C(C)(C)C)O[C@@H]1CC[C@H](C2=CC(=CC=C12)F)NC(C(F)(F)F)=O (N-((1R,4R)-4-(tert-butyldiphenylsilyloxy)-7-fluoro-1,2,3,4-tetrahydronaphthalen-1-yl)-2,2,2-trifluoroacetamide). RXN SMILES: [F:1][C:2]([F:19])([F:18])[C:3]([NH:5][C@H:6]1[C:15]2[C:10](=[CH:11][CH:12]=[C:13]([F:16])[CH:14]=2)[C@H:9]([OH:17])[CH2:8][CH2:7]1)=[O:4].N1C=CN=C1.[Si:25](Cl)([C:38]([CH3:41])([CH3:40])[CH3:39])([C:32]1[CH:37]=[CH:36][CH:35]=[CH:34][CH:33]=1)[C:26]1[CH:31]=[CH:30][CH:29]=[CH:28][CH:27]=1>CN(C=O)C>[Si:25]([O:17][C@H:9]1[C:10]2[C:15](=[CH:14][C:13]([F:16])=[CH:12][CH:11]=2)[C@H:6]([NH:5][C:3](=[O:4])[C:2]([F:1])([F:18])[F:19])[CH2:7][CH2:8]1)([C:38]([CH3:41])([CH3:40])[CH3:39])([C:32]1[CH:33]=[CH:34][CH:35]=[CH:36][CH:37]=1)[C:26]1[CH:31]=[CH:30][CH:29]=[CH:28][CH:27]=1. Procedure: 2,2,2-Trifluoro-N-((1R,4R)-7-fluoro-4-hydroxy-1,2,3,4-tetrahydronaphthalen-1-yl)acetamide (2.71 g, 9.78 mmol, 1 equiv) and imidazole (1.33 g, 19.56 mmol, 2 equiv) were dissolved in anhydrous DMF (40 mL) and cooled in ice bath. Tert-Butyldiphenylsilyl chloride (3.25 mL, 12.71, 1.3 equiv) was added dropwise. The reaction solution was stirred at RT for 16 h. The DMF was removed by evaporation. The residue was dissolved in EtOAc (200 mL) and washed with water, brine and dried (Na2SO4). The organic p... Reactants: BrC=1C=CC(=NC1)C(=O)NC1=C2C=NNC2=CC(=C1)C1=C2C=CNC2=CC=C1 (5-Bromo-N-[6-(1H-indol-4-yl)-1H-indazol-4-yl]-2-pyridinecarboxamide), N1CCCCC1 (piperidine), C=1C=CC(=CC1)P(C=2C=CC=CC2)C3=CC=C4C=CC=CC4=C3C5=C6C=CC=CC6=CC=C5P(C=7C=CC=CC7)C=8C=CC=CC8 (BINAP), C([O-])([O-])=O.[Cs+].[Cs+] (cesium carbonate). The reagents and catalysts are C=1C=CC(=CC1)/C=C/C(=O)/C=C/C2=CC=CC=C2.C=1C=CC(=CC1)/C=C/C(=O)/C=C/C2=CC=CC=C2.C=1C=CC(=CC1)/C=C/C(=O)/C=C/C2=CC=CC=C2.[Pd].[Pd] (Pd2dba3). Solvent: CS(=O)C.CO (DMSO MeOH). Reaction conditions: temperature 150 celsius. The product is N1C=CC2=C(C=CC=C12)C1=CC(=C2C=NNC2=C1)NC(=O)C1=NC=C(C=C1)N1CCCCC1 (N-[6-(1H-Indol-4-yl)-1H-indazol-4-yl]-5-(1-piperidinyl)-2-pyridinecarboxamide). Isolated yield 34.4%. As a reaction SMILES: Br[C:2]1[CH:3]=[CH:4][C:5]([C:8]([NH:10][C:11]2[CH:19]=[C:18]([C:20]3[CH:28]=[CH:27][CH:26]=[C:25]4[C:21]=3[CH:22]=[CH:23][NH:24]4)[CH:17]=[C:16]3[C:12]=2[CH:13]=[N:14][NH:15]3)=[O:9])=[N:6][CH:7]=1.[NH:29]1[CH2:34][CH2:33][CH2:32][CH2:31][CH2:30]1.C1C=CC(P(C2C(C3C(P(C4C=CC=CC=4)C4C=CC=CC=4)=CC=C4C=3C=CC=C4)=C3C(C=CC=C3)=CC=2)C2C=CC=CC=2)=CC=1.C(=O)([O-])[O-].[Cs+].[Cs+]>C1C=CC(/C=C/C(/C=C/C2C=CC=CC=2)=O)=CC=1.C1C=CC(/C=C/C(/C=C/C2C=CC=CC=2)=O)=CC=1.C1C=CC(/C=C/C(/C=C/C2C=CC=CC=2)=O)=CC=1.[Pd].[Pd].CS(C)=O.CO>[NH:24]1[C:25]2[C:21](=[C:20]([C:18]3[CH:17]=[C:16]4[C:12]([CH:13]=[N:14][NH:15]4)=[C:11]([NH:10][C:8]([C:5]4[CH:4]=[CH:3][C:2]([N:29]5[CH2:34][CH2:33][CH2:32][CH2:31][CH2:30]5)=[CH:7][N:6]=4)=[O:9])[CH:19]=3)[CH:28]=[CH:27][CH:26]=2)[CH:22]=[CH:23]1 |f:3.4.5,6.7.8.9.10,11.12|. Procedure details: 5-Bromo-N-[6-(1H-indol-4-yl)-1H-indazol-4-yl]-2-pyridinecarboxamide (50 mg, 0.12 mmol) and piperidine (1 ml, 10.1 mmol) were placed in a microwave vial. Pd2dba3 (5 mg, 0.006 mmol), BINAP (7.2 mg, 0.012 mmol) and cesium carbonate (57 mg, 0.17 mmol) were added and the mixture was heated at 150° C. for 75 mins under microwave irradiation. The reaction mixture was concentrated in vacuo to give a crude residue that was suspended in 1:1 DMSO/MeOH (1 ml) and filtered to give an orange solution that was...